Dataset: the Open Reaction Database (ORD), a public repository of structured organic reaction records. Task: describe an organic reaction: reactants, conditions, products, and yield Starting materials: NC1=CC=CC=C1 (aniline), OS(=O)(=O)O (H2SO4). Solvent: S1(=O)(=O)CCCC1 (sulpholane). As a reaction SMILES: [NH2:1][C:2]1[CH:7]=[CH:6][CH:5]=[CH:4][CH:3]=1.[OH:8][S:9](O)(=[O:11])=[O:10]>S1(CCCC1)(=O)=O>[S:9]([OH:11])(=[O:10])([C:5]1[CH:6]=[CH:7][C:2]([NH2:1])=[CH:3][CH:4]=1)=[O:8]. Procedure: 247.7 g (2.525 mols) of aniline are reacted in 500 ml of sulpholane with 245.3 g (2.50 mols) of 100% strength H2SO4, as described in Example 1. A yield of p-sulphanilic acid of 95.9% is obtained. The product is S(=O)(C1=CC=C(C=C1)N)(=O)O (p-sulphanilic acid).